This data is from the Open Reaction Database (ORD), a public repository of structured organic reaction records. The task is: describe an organic reaction: reactants, conditions, products, and yield Reactants: C(#N)CN1C2=C(C=C1C(=O)OCC)CC(C2)(C)C (Ethyl 1-(Cyanomethyl)-5,5-dimethyl-1,4,5,6-tetrahydrocyclopenta[b]pyrrole-2-carboxylate), Cl (hydrochloric acid), C(C)(=O)OCC (ethyl acetate). Reagents/catalysts: [Pd] (palladium on carbon). The solvent is C(C)O (ethanol). Conditions: time 6 hour. Product: Cl.NCCN1C2=C(C=C1C(=O)OCC)CC(C2)(C)C (Ethyl 1-(2-Aminoethyl)-5,5-dimethyl-1,4,5,6-tetrahydrocyclopenta[b]pyrrole-2-carboxylate hydrochloride). RXN SMILES: [C:1]([CH2:3][N:4]1[C:8]([C:9]([O:11][CH2:12][CH3:13])=[O:10])=[CH:7][C:6]2[CH2:14][C:15]([CH3:18])([CH3:17])[CH2:16][C:5]1=2)#[N:2].[ClH:19].C(OCC)(=O)C>[Pd].C(O)C>[ClH:19].[NH2:2][CH2:1][CH2:3][N:4]1[C:8]([C:9]([O:11][CH2:12][CH3:13])=[O:10])=[CH:7][C:6]2[CH2:14][C:15]([CH3:17])([CH3:18])[CH2:16][C:5]1=2 |f:5.6|. Reported procedure: A 500-mL Parr reactor bottle was purged with nitrogen and charged with 10% palladium on carbon (50% wet, 2.0 g dry weight), 103c (4.5 g, 18 mmol), 12% hydrochloric acid (9.2 mL, 37 mmol), ethyl acetate (80 mL) and ethanol (52 mL). The bottle was attached to a Parr hydrogenator, evacuated, charged with hydrogen gas to a pressure of 50 psi and shaken for 6 h. After this time, the hydrogen was evacuated, and nitrogen was charged into the bottle. Diatomaceous earth filtration agent (Celite® 521, 10.... Starting materials: C(C)OC(C1=C(C=C(C(=O)O)C=C1F)F)C(=O)OCC ((RS)-4-(ethoxy-ethoxycarbonyl-methyl)-3,5-difluoro-benzoic acid), CCOC(=O)C (AcOEt), C(=O)(N1C=NC=C1)N1C=NC=C1 (1,1′-Carbonyldiimidazole), C(C(C)C)N (isobutylamine). Solvent: C1CCOC1 (THF), C1CCOC1 (THF). Run at time 3 hour. The product is C(C)OC(C(OCC)C1=C(C=C(C=C1F)C(NCC(C)C)=O)F)=O ((RS)-(2,6-difluoro-4-isobutylcarbamoyl-phenyl)-ethoxy-acetic acid ethyl ester). Yield: 67.3%. As a reaction SMILES: C(N1C=CN=C1)(N1C=CN=C1)=O.[CH2:13]([O:15][CH:16]([C:28]([O:30][CH2:31][CH3:32])=[O:29])[C:17]1[C:25]([F:26])=[CH:24][C:20]([C:21]([OH:23])=O)=[CH:19][C:18]=1[F:27])[CH3:14].[CH2:33]([NH2:37])[CH:34]([CH3:36])[CH3:35].CCOC(C)=O>C1COCC1>[CH2:31]([O:30][C:28](=[O:29])[CH:16]([C:17]1[C:18]([F:27])=[CH:19][C:20]([C:21](=[O:23])[NH:37][CH2:33][CH:34]([CH3:36])[CH3:35])=[CH:24][C:25]=1[F:26])[O:15][CH2:13][CH3:14])[CH3:32]. Procedure: 1,1′-Carbonyldiimidazole (88 mg) was dissolved in THF (1 ml) and a solution of (RS)-4-(ethoxy-ethoxycarbonyl-methyl)-3,5-difluoro-benzoic acid (156 mg) in THF (1 ml) was added. After 30 min stirring at rt isobutylamine (41 mg) was added and the mixture was stirred 3 h. AcOEt (20 ml) was added and the solution was washed with 1 N HCl (20 ml). The aqueous layer was extracted with two more portions AcOEt (20 ml), the the combined organic layers were dried (Na2SO4) and the solvent was evaporated. CC... Product: [Br-], CC(C=CC1=C(C)C(=O)C(O)CC1(C)C)=CC[P+](c1ccccc1)(c1ccccc1)c1ccccc1. As a reaction SMILES: [BrH:20].[CH2:40]([Cl:41])[Cl:42].[CH3:43][CH2:44][O:45][C:46](=[O:47])[CH3:48].[OH:1][CH:2]1[C:3](=[O:19])[C:4]([CH3:18])=[C:5]([CH:10]=[CH:11][C:12]([CH:13]=[CH2:14])([CH3:15])[O:16][CH3:17])[C:6]([CH3:8])([CH3:9])[CH2:7]1.[c:21]1([P:27]([c:28]2[cH:29][cH:30][cH:31][cH:32][cH:33]2)[c:34]2[cH:35][cH:36][cH:37][cH:38][cH:39]2)[cH:22][cH:23][cH:24][cH:25][cH:26]1>>[Br-:20].[OH:1][CH:2]1[C:3](=[O:19])[C:4]([CH3:18])=[C:5]([CH:10]=[CH:11][C:12](=[CH:13][CH2:14][P+:27]([c:21]2[cH:22][cH:23][cH:24][cH:25][cH:26]2)([c:28]2[cH:29][cH:30][cH:31][cH:32][cH:33]2)[c:34]2[cH:35][cH:36][cH:37][cH:38][cH:39]2)[CH3:15])[C:6]([CH3:8])([CH3:9])[CH2:7]1. Reactants: Br, ClCCl, CCOC(C)=O, C=CC(C)(C=CC1=C(C)C(=O)C(O)CC1(C)C)OC, c1ccc(P(c2ccccc2)c2ccccc2)cc1. Reactants: CC(C)(C)OC(=O)C(C)(C)Sc1nc(CCNc2cnc(Br)cn2)cs1, OB(O)Oc1ccc(Cl)cc1, [Na+], [Na+], O=C([O-])[O-], C1COCCO1, O, c1ccc(P(c2ccccc2)(c2ccccc2)[Pd](P(c2ccccc2)(c2ccccc2)c2ccccc2)(P(c2ccccc2)(c2ccccc2)c2ccccc2)P(c2ccccc2)(c2ccccc2)c2ccccc2)cc1. The product is CC(C)(C)OC(=O)C(C)(C)Sc1nc(CCNc2cnc(-c3ccc(Cl)cc3)cn2)cs1. As a reaction SMILES: [C:1]([CH3:2])([CH3:3])([CH3:4])[O:5][C:6]([C:7]([CH3:8])([CH3:9])[S:10][c:11]1[s:12][cH:13][c:14]([CH2:16][CH2:17][NH:18][c:19]2[n:20][cH:21][c:22]([Br:25])[n:23][cH:24]2)[n:15]1)=[O:26].[Cl:27][c:28]1[cH:29][cH:30][c:31]([O:34][B:35]([OH:36])[OH:37])[cH:32][cH:33]1.[Na+:38].[Na+:39].[O-:40][C:41](=[O:42])[O-:43].[O:45]1[CH2:46][CH2:47][O:48][CH2:49][CH2:50]1.[OH2:44].[cH:51]1[cH:52][cH:53][c:54]([P:55]([Pd:56]([P:57]([c:58]2[cH:59][cH:60][cH:61][cH:62][cH:63]2)([c:64]2[cH:65][cH:66][cH:67][cH:68][cH:69]2)[c:70]2[cH:71][cH:72][cH:73][cH:74][cH:75]2)([P:76]([c:77]2[cH:78][cH:79][cH:80][cH:81][cH:82]2)([c:83]2[cH:84][cH:85][cH:86][cH:87][cH:88]2)[c:89]2[cH:90][cH:91][cH:92][cH:93][cH:94]2)[P:95]([c:96]2[cH:97][cH:98][cH:99][cH:100][cH:101]2)([c:102]2[cH:103][cH:104][cH:105][cH:106][cH:107]2)[c:108]2[cH:109][cH:110][cH:111][cH:112][cH:113]2)([c:114]2[cH:115][cH:116][cH:117][cH:118][cH:119]2)[c:120]2[cH:121][cH:122][cH:123][cH:124][cH:125]2)[cH:126][cH:127]1>>[C:1]([CH3:2])([CH3:3])([CH3:4])[O:5][C:6]([C:7]([CH3:8])([CH3:9])[S:10][c:11]1[s:12][cH:13][c:14]([CH2:16][CH2:17][NH:18][c:19]2[n:20][cH:21][c:22](-[c:31]3[cH:30][cH:29][c:28]([Cl:27])[cH:33][cH:32]3)[n:23][cH:24]2)[n:15]1)=[O:26].